Dataset: the Open Reaction Database (ORD), a public repository of structured organic reaction records. Task: describe an organic reaction: reactants, conditions, products, and yield Reactants: C(C1=CC=CC=C1)(=O)N (benzamide), Cl (HCl). Yields the product Cl.C(CCCC)C1=CC=C(C(=O)N)C=C1 (4-pentylbenzamide monohydrochloride). Isolated yield 94.0%. RXN SMILES: [C:1]([NH2:9])(=[O:8])[C:2]1[CH:7]=[CH:6][CH:5]=[CH:4][CH:3]=1.[ClH:10]>>[ClH:10].[CH2:4]([C:5]1[CH:6]=[CH:7][C:2]([C:1]([NH2:9])=[O:8])=[CH:3][CH:4]=1)[CH2:3][CH2:2][CH2:7][CH3:6] |f:2.3|. Procedure details: A solution of the benzamide of part E (2.09 g, 3.4 mmol) in 4N HCl (20 mL) was stirred for 72 hours. The solution was concentrated in vacuo and the residue was dissolved into ethyl acetate (5 mL) and dropped into ethyl ether. The resulting precipitate was collected by vacuum filtration to provide R-N-[4-[[[1-carboxyl]-2-methylpropyl][2-(4-orpholinyl)ethyl]amino]-sulfonyl]phenyl]-4-pentylbenzamide monohydrochloride as white solid (1.9 g, 94%). The reactants are C1CCOC1, CSc1ncc(Cl)c(C(=O)O)n1, NN, O, O. Product: CSc1ncc(Cl)c(C(=O)NN)n1. Reaction SMILES: [CH2:16]1[O:17][CH2:18][CH2:19][CH2:20]1.[Cl:1][c:2]1[c:3]([C:10](=[O:11])[OH:12])[n:4][c:5]([S:8][CH3:9])[n:6][cH:7]1.[NH2:14][NH2:15].[OH2:13].[OH2:21]>>[Cl:1][c:2]1[c:3]([C:10](=[O:12])[NH:14][NH2:15])[n:4][c:5]([S:8][CH3:9])[n:6][cH:7]1. Reactants: [BH4-], CCS(N)(=O)=O, Cc1ccccc1, CO, CC(C)[O-], CC(C)[O-], CC(C)[O-], CC(C)[O-], Cn1c(-c2cncc(C=O)c2)c(C#N)c2ccc(Cl)cc21, [Na+], O, [Ti+4]. Yields the product CCS(=O)(=O)NCc1cncc(-c2c(C#N)c3ccc(Cl)cc3n2C)c1. RXN SMILES: [BH4-:35].[CH2:22]([CH3:23])[S:24](=[O:25])(=[O:26])[NH2:27].[CH3:28][c:29]1[cH:30][cH:31][cH:32][cH:33][cH:34]1.[CH3:37][OH:38].[CH3:39][CH:40]([CH3:41])[O-:42].[CH3:44][CH:45]([CH3:46])[O-:47].[CH3:48][CH:49]([CH3:50])[O-:51].[CH3:52][CH:53]([CH3:54])[O-:55].[Cl:1][c:2]1[cH:3][cH:4][c:5]2[c:6]([C:20]#[N:21])[c:7](-[c:12]3[cH:13][n:14][cH:15][c:16]([CH:18]=[O:19])[cH:17]3)[n:8]([CH3:11])[c:9]2[cH:10]1.[Na+:36].[OH2:56].[Ti+4:43]>>[Cl:1][c:2]1[cH:3][cH:4][c:5]2[c:6]([C:20]#[N:21])[c:7](-[c:12]3[cH:13][n:14][cH:15][c:16]([CH2:18][NH:27][S:24]([CH2:22][CH3:23])(=[O:25])=[O:26])[cH:17]3)[n:8]([CH3:11])[c:9]2[cH:10]1. Starting materials: C(C)(C)N([C@H]1C[C@H]([C@H](CC1)N1C([C@H](CC1)NC(OCC1=CC=CC=C1)=O)=O)CS(=O)(=O)C)C (benzyl (S)-1-((1S,2R,4R)-4-(isopropyl(methyl)amino)-2-(methylsulfonylmethyl)cyclohexyl)-2-oxopyrrolidin-3-ylcarbamate), CCOCC (Et2O). Run in Br.CC(=O)O (HBr AcOH). Product: bis-hydrogen bromide, N[C@@H]1C(N(CC1)[C@@H]1[C@@H](C[C@@H](CC1)N(C)C(C)C)CS(=O)(=O)C)=O ((S)-3-amino-1-((1S,2R,4R)-4-(isopropyl(methyl)amino)-2-(methylsulfonylmethyl)cyclohexyl)pyrrolidin-2-one). Isolated yield 121.5%. As a reaction SMILES: [CH:1]([N:4]([CH3:33])[C@@H:5]1[CH2:10][CH2:9][C@H:8]([N:11]2[CH2:15][CH2:14][C@H:13]([NH:16]C(=O)OCC3C=CC=CC=3)[C:12]2=[O:27])[C@H:7]([CH2:28][S:29]([CH3:32])(=[O:31])=[O:30])[CH2:6]1)([CH3:3])[CH3:2].CCOCC>Br.CC(O)=O>[NH2:16][C@H:13]1[CH2:14][CH2:15][N:11]([C@H:8]2[CH2:9][CH2:10][C@@H:5]([N:4]([CH:1]([CH3:3])[CH3:2])[CH3:33])[CH2:6][C@H:7]2[CH2:28][S:29]([CH3:32])(=[O:31])=[O:30])[C:12]1=[O:27] |f:2.3|. Reported procedure: The material from above benzyl (S)-1-((1S,2R,4R)-4-(isopropyl(methyl)amino)-2-(methylsulfonylmethyl)cyclohexyl)-2-oxopyrrolidin-3-ylcarbamate (600 mg) was dissolved in 33% HBr/AcOH (10 mL) at rt. The solution was stirred for 30 min before Et2O was added. This resulted in a precipitate which was isolated to afford the bis-hydrogen bromide salt of (S)-3-amino-1-((1S,2R,4R)-4-(isopropyl(methyl)amino)-2-(methylsulfonylmethyl)cyclohexyl)pyrrolidin-2-one (525 mg). MS found: (M+H)+=346.5. The reactants are [Li+].CC(C)[N-]C(C)C (LDA), C1CCOC1 (THF), CN(C)CC1CN(C2=CC=CC=C2C1)S(=O)(=O)C (3-(N,N-dimethylamino)methyl-1-methylsufonyl-1,2,3,4-tetrahydroquinoline), C1CCOC1 (THF), C1(=CC=C(C=C1)CBr)C1=CC=CC=C1 (4-biphenylylmethyl bromide). Solvent: O (Water). Product: C1(=CC=C(C=C1)CCS(=O)(=O)N1CC(CC2=CC=CC=C12)CN(C)C)C1=CC=CC=C1 (1-[2-(4-Biphenylyl)ethyl]sulfonyl-3-(N,N-dimethylamino)methyl-1,2,3,4-tetrahydroquinoline). The yield is 10.7%. RXN SMILES: [Li+].CC([N-]C(C)C)C.C1COCC1.[CH3:14][N:15]([CH2:17][CH:18]1[CH2:27][C:26]2[C:21](=[CH:22][CH:23]=[CH:24][CH:25]=2)[N:20]([S:28]([CH3:31])(=[O:30])=[O:29])[CH2:19]1)[CH3:16].[C:32]1([C:40]2[CH:45]=[CH:44][CH:43]=[CH:42][CH:41]=2)[CH:37]=[CH:36][C:35]([CH2:38]Br)=[CH:34][CH:33]=1>O>[C:32]1([C:40]2[CH:41]=[CH:42][CH:43]=[CH:44][CH:45]=2)[CH:33]=[CH:34][C:35]([CH2:38][CH2:31][S:28]([N:20]2[C:21]3[C:26](=[CH:25][CH:24]=[CH:23][CH:22]=3)[CH2:27][CH:18]([CH2:17][N:15]([CH3:14])[CH3:16])[CH2:19]2)(=[O:29])=[O:30])=[CH:36][CH:37]=1 |f:0.1|. Procedure details: LDA (1.9 M/THF, 1.2 ml) was added dropwise to a THF solution of 3-(N,N-dimethylamino)methyl-1-methylsufonyl-1,2,3,4-tetrahydroquinoline (0.24 g). The reaction mixture was stirred under ice-cooling for 30 minutes. A THF (1 ml) solution of 4-biphenylylmethyl bromide (0.16 g) was added to the reaction mixture, which was stirred at room temperature for 3 hours. Water was added to the reaction mixture, which was extracted with ethyl acetate. The organic layer was washed with water, Lil then dried and... Starting materials: [OH-].[K+] (potassium hydroxide), C(C1=CC=CC=C1)SC1=C(C(=NN1C)C)C(=O)OCC (ethyl 5-benzylthio-1,3-dimethyl-pyrazole-4-carboxylate). Run in C(C)O (ethanol). Reaction conditions: time 5 hour. The product is C(C1=CC=CC=C1)SC1=C(C(=NN1C)C)C(=O)O (5-Benzylthio-1,3-dimethylpyrazole-4-carboxylic acid). Isolated yield 87.6%. Reaction SMILES: [OH-].[K+].[CH2:3]([S:10][C:11]1[N:15]([CH3:16])[N:14]=[C:13]([CH3:17])[C:12]=1[C:18]([O:20]CC)=[O:19])[C:4]1[CH:9]=[CH:8][CH:7]=[CH:6][CH:5]=1>C(O)C>[CH2:3]([S:10][C:11]1[N:15]([CH3:16])[N:14]=[C:13]([CH3:17])[C:12]=1[C:18]([OH:20])=[O:19])[C:4]1[CH:5]=[CH:6][CH:7]=[CH:8][CH:9]=1 |f:0.1|. Procedure details: A mixture of 100 ml of ethanol, 7.8 g of potassium hydroxide and 35.0 g of ethyl 5-benzylthio-1,3-dimethyl-pyrazole-4-carboxylate obtained in Reference Example 5 is refluxed while stirring for 5 hours. After evaporating off ethanol, dichloromethane is added to the residue, and the resulting solution is extracted with water. After acidifying the aqueous solution to pH 2 with diluted hydrochloric acid, extracted with dichloromethane, and then dried over anhydrous sodium sulfate. Evaporating off di... Reactants: COC1=C(N)C=CC=C1 (2-Methoxyaniline), C([O-])([O-])=O.[Na+].[Na+] (sodium carbonate), BrCC1OCC(O1)C (2-Bromomethyl-4-methyl-1,3-dioxolane). Run at temperature 100 celsius. The product is CC1OC(OC1)CNC1=C(C=CC=C1)OC (N-(4-methyl-1,3-dioxolan-2-ylmethyl)-2-methoxyaniline). As a reaction SMILES: [CH3:1][O:2][C:3]1[CH:9]=[CH:8][CH:7]=[CH:6][C:4]=1[NH2:5].C(=O)([O-])[O-].[Na+].[Na+].Br[CH2:17][CH:18]1[O:22][CH:21]([CH3:23])[CH2:20][O:19]1>>[CH3:23][CH:21]1[CH2:20][O:19][CH:18]([CH2:17][NH:5][C:4]2[CH:6]=[CH:7][CH:8]=[CH:9][C:3]=2[O:2][CH3:1])[O:22]1 |f:1.2.3|. Procedure: 2-Methoxyaniline (99 grams; 0.6 moles) and sodium carbonate (31.6 grams) were charged into a glass reaction vessel equipped with a mechanical stirrer, thermometer and reflux condenser. 2-Bromomethyl-4-methyl-1,3-dioxolane (25 ml) was added and the reaction mixture was heated at a temperature of about 100° C. for a period of about 4 hours. After this time the reaction mixture was filtered and additional sodium carbonate (5.0 grams) was added to the filtrate. The mixture was then vacuum distilled ... As a reaction SMILES: [CH3:32][N:33]([CH3:34])[CH2:35][CH2:36][CH2:37][N:38]=[C:39]=[N:40][CH2:41][CH3:42].[CH3:43][C:44]#[N:45].[CH3:46][OH:47].[ClH:31].[NH2:1][c:2]1[c:3]([C:9](=[O:10])[OH:11])[n:4][c:5]([Br:8])[cH:6][n:7]1.[OH2:12].[OH:13][n:14]1[c:15]2[cH:16][cH:17][cH:18][cH:19][c:20]2[n:21][n:22]1.[s:23]1[c:24]([CH2:28][CH2:29][NH2:30])[cH:25][cH:26][cH:27]1>>[NH2:1][c:2]1[c:3]([C:9](=[O:11])[NH:30][CH2:29][CH2:28][c:24]2[s:23][cH:27][cH:26][cH:25]2)[n:4][c:5]([Br:8])[cH:6][n:7]1. Starting materials: CCN=C=NCCCN(C)C, CC#N, CO, Cl, Nc1ncc(Br)nc1C(=O)O, O, On1nnc2ccccc21, NCCc1cccs1. Yields the product Nc1ncc(Br)nc1C(=O)NCCc1cccs1. Reactants: CC#N, CCN(C(C)C)C(C)C, O=C(Cl)c1nc(-c2ccccc2)sc1CCCCl, Nc1ccccc1-c1nc2cccnc2s1. Product: O=C(Nc1ccccc1-c1nc2cccnc2s1)c1nc(-c2ccccc2)sc1CCCCl. As a reaction SMILES: [CH3:44][C:45]#[N:46].[CH:19]([N:20]([CH2:21][CH3:22])[CH:23]([CH3:24])[CH3:25])([CH3:26])[CH3:27].[Cl:1][CH2:2][CH2:3][CH2:4][c:5]1[c:6]([C:16](=[O:17])[Cl:18])[n:7][c:8](-[c:10]2[cH:11][cH:12][cH:13][cH:14][cH:15]2)[s:9]1.[n:28]1[c:29](-[c:37]2[c:38]([NH2:39])[cH:40][cH:41][cH:42][cH:43]2)[s:30][c:31]2[n:32][cH:33][cH:34][cH:35][c:36]12>>[Cl:1][CH2:2][CH2:3][CH2:4][c:5]1[c:6]([C:16](=[O:17])[NH:39][c:38]2[c:37](-[c:29]3[n:28][c:36]4[c:31]([s:30]3)[n:32][cH:33][cH:34][cH:35]4)[cH:43][cH:42][cH:41][cH:40]2)[n:7][c:8](-[c:10]2[cH:11][cH:12][cH:13][cH:14][cH:15]2)[s:9]1.